Dataset: the Open Reaction Database (ORD), a public repository of structured organic reaction records. Task: describe an organic reaction: reactants, conditions, products, and yield Product: [N+](=O)([O-])C=1SC(=CC1C=O)C1=NN(C=N1)COCC[Si](C)(C)C (2-Nitro-5-(1-{[2-(trimethylsilyl)ethoxy]methyl}-1H-1,2,4-triazol-3-yl)thiophene-3-carbaldehyde). Reported procedure: A mixture of 3-[4-(dichloromethyl)-5-nitro-2-thienyl]-1-{[2-(trimethylsilyl)ethoxy]methyl}-1H-1,2,4-triazole (1.00 g, 2.44 mmol) and Me2NH (40% wt, 15.00 mL, 118 mmol) was stirred at 60° C. for 15 min. The reaction was cooled to room temperature, diluted with water, and extracted with CH2Cl2 (2×). The combined organic layers were dried (MgSO4), filtered, and evaporated. Purification of the crude residue by flash chromatography (0-50% EtOAc/hexanes) provided the title compound as a yellow solid. Reaction conditions: temperature 60 celsius, time 15 minute. Reactants: ClC(C=1C=C(SC1[N+](=O)[O-])C1=NN(C=N1)COCC[Si](C)(C)C)Cl (3-[4-(dichloromethyl)-5-nitro-2-thienyl]-1-{[2-(trimethylsilyl)ethoxy]methyl}-1H-1,2,4-triazole), N(C)C (Me2NH), O (water). As a reaction SMILES: Cl[CH:2](Cl)[C:3]1[CH:4]=[C:5]([C:11]2[N:15]=[CH:14][N:13]([CH2:16][O:17][CH2:18][CH2:19][Si:20]([CH3:23])([CH3:22])[CH3:21])[N:12]=2)[S:6][C:7]=1[N+:8]([O-:10])=[O:9].N(C)C.[OH2:28]>>[N+:8]([C:7]1[S:6][C:5]([C:11]2[N:15]=[CH:14][N:13]([CH2:16][O:17][CH2:18][CH2:19][Si:20]([CH3:23])([CH3:22])[CH3:21])[N:12]=2)=[CH:4][C:3]=1[CH:2]=[O:28])([O-:10])=[O:9]. Starting materials: Cl.OC1=CC=C(C(OCC)=N)C=C1 (ethyl 4-hydroxybenzimidate hydrochloride), NC=1C=C(C#N)C=CC1NC1CCCCC1 (3-Amino-4-(cyclohexylamino)benzonitrile). Run in CO (methanol). The product is OC1=CC=C(C=C1)C1=NC2=C(N1C1CCCCC1)C=CC(=C2)C#N (2-[4-Hydroxyphenyl]-1-cyclohexyl-1H-benzimidazole-5-carbonitrile). The yield is 79.4%. RXN SMILES: Cl.[OH:2][C:3]1[CH:13]=[CH:12][C:6]([C:7](=N)OCC)=[CH:5][CH:4]=1.[NH2:14][C:15]1[CH:16]=[C:17]([CH:20]=[CH:21][C:22]=1[NH:23][CH:24]1[CH2:29][CH2:28][CH2:27][CH2:26][CH2:25]1)[C:18]#[N:19]>CO>[OH:2][C:3]1[CH:13]=[CH:12][C:6]([C:7]2[N:23]([CH:24]3[CH2:25][CH2:26][CH2:27][CH2:28][CH2:29]3)[C:22]3[CH:21]=[CH:20][C:17]([C:18]#[N:19])=[CH:16][C:15]=3[N:14]=2)=[CH:5][CH:4]=1 |f:0.1|. Procedure details: A solution of ethyl 4-hydroxybenzimidate hydrochloride (5, 1.26 g, 6.7 mmol) and compound 4 (1.5 g, 5.0 mmol) in methanol (10 mL) was refluxed overnight under a nitrogen atmosphere. The reaction mixture was cooled to rt, filtered, and washed with methanol to afford 6 as a pinkish brown solid (1.26 g, 68%). ESI-MS m/e 372.1 (M+1). The reactants are ClC1=CC(=NC2=CC=C(C=C12)C)N1CCS(C2=C(C1)C=CC=C2)(=O)=O (4-(4-chloro-6-methylquinolin-2-yl)-2,3,4,5-tetrahydro-1,4-benzothiazepine 1,1-dioxide), O(CCN)CCN (2,2′-oxydiethanamine). Product: NCCOCCNC1=CC(=NC2=CC=C(C=C12)C)N1CCS(C2=C(C1)C=CC=C2)(=O)=O (N-[2-(2-Aminoethoxy)ethyl]-2-(1,1-dioxido-2,3-dihydro-1,4-benzothiazepin-4(5H)-yl)-6-methylquinolin-4-amine). As a reaction SMILES: Cl[C:2]1[C:11]2[C:6](=[CH:7][CH:8]=[C:9]([CH3:12])[CH:10]=2)[N:5]=[C:4]([N:13]2[CH2:19][C:18]3[CH:20]=[CH:21][CH:22]=[CH:23][C:17]=3[S:16](=[O:25])(=[O:24])[CH2:15][CH2:14]2)[CH:3]=1.[O:26]([CH2:30][CH2:31][NH2:32])[CH2:27][CH2:28][NH2:29]>>[NH2:29][CH2:28][CH2:27][O:26][CH2:30][CH2:31][NH:32][C:2]1[C:11]2[C:6](=[CH:7][CH:8]=[C:9]([CH3:12])[CH:10]=2)[N:5]=[C:4]([N:13]2[CH2:19][C:18]3[CH:20]=[CH:21][CH:22]=[CH:23][C:17]=3[S:16](=[O:25])(=[O:24])[CH2:15][CH2:14]2)[CH:3]=1. Reported procedure: The title compound was prepared in analogy to Example 5-1 in Scheme 5 by using 4-(4-chloro-6-methylquinolin-2-yl)-2,3,4,5-tetrahydro-1,4-benzothiazepine 1,1-dioxide (prepared in analogy to the one in Example 2-1) and 2,2′-oxydiethanamine. MS obsd. (ESI+) [(M+H)+] 441, 1H NMR (400 MHz, CD3OD) δ ppm 8.08 (dd, J=1.2, 7.6 Hz, 1 H), 7.92 (s, 1 H), 7.83 (d, J=7.2 Hz, 1 H), 7.70-7.67 (m, 2 H), 7.59-7.55 (m, 2 H), 5.96 (s, 1 H), 5.28 (s, 2 H), 4.49 (s, 2 H), 3.81 (t, J=5.2 Hz, 2 H), 3.72-3.68 (m, 6 H), ... The reactants are C(C)(C)C=1OC=C(N1)CNC (2-isopropyl-4-(((N-methyl)amino)methyl)-oxazole), COC([C@@H](NC(=O)OC1=CC=C(C=C1)[N+](=O)[O-])C(C)C)=O (N-(((4-nitrophenyl)oxy)carbonyl)-L-valine methyl ester), COC([C@@H](NC(=O)OC1=CC=C(C=C1)[N+](=O)[O-])C)=O (N-(((4-nitrophenyl)oxy)carbonyl)-L-alanine methyl ester). Yields the product COC([C@@H](NC(=O)N(CC=1N=C(OC1)C(C)C)C)C)=O (N-((N-Methyl-N-((2-isopropyl-4-oxazolyl)methyl)amino)carbonyl)-L-alanine Methyl Ester). The yield is 66.0%. Reaction SMILES: [CH:1]([C:4]1[O:5][CH:6]=[C:7]([CH2:9][NH:10][CH3:11])[N:8]=1)([CH3:3])[CH3:2].[CH3:12][O:13][C:14](=[O:32])[C@H:15]([CH:29](C)C)[NH:16][C:17]([O:19]C1C=CC([N+]([O-])=O)=CC=1)=O.COC(=O)[C@H](C)NC(OC1C=CC([N+]([O-])=O)=CC=1)=O>>[CH3:12][O:13][C:14](=[O:32])[C@H:15]([CH3:29])[NH:16][C:17]([N:10]([CH3:11])[CH2:9][C:7]1[N:8]=[C:4]([CH:1]([CH3:2])[CH3:3])[O:5][CH:6]=1)=[O:19]. Procedure: Using the procedure of Example 1S, but replacing 2-isopropyl-4-(((N-methyl)amino)methyl)thiazole with 2-isopropyl-4-(((N-methyl)amino)methyl)-oxazole and relacing N-(((4-nitrophenyl)oxy)carbonyl)-L-valine methyl ester with N-(((4-nitrophenyl)oxy)carbonyl)-L-alanine methyl ester provided the desired compound in 66% yield. 1H NMR (CDCl3) δ1.32 (d, 6H), 1.42 (d, 3H), 2.96 (s, 3H), 3.05 (m, 1H), 3.75 (s, 3H), 4.30 (s, 2H), 4.47 (m, 1H), 5.80 (br d, 1H), 7.46 (s, 1H). Mass spectrum: (M+H)+ =284. Starting materials: ClC1=CC2=C(OC3=C(CN2C(=O)NN)C=CC=C3)C=C1 (8-chloro-10,11-dihydrodibenz[b,f][1,4]oxazepine-10-carboxylic acid hydrazide), C([O-])(O)=O.[Na+] (sodium bicarbonate), ClCCCCC(=O)Cl (5-chloropentanoyl chloride). Solvent: C(C)#N (acetonitrile). Run at time 48 hour. The product is ClCCCCC(=O)NNC(=O)N1C2=C(OC3=C(C1)C=CC=C3)C=CC(=C2)Cl (1-(5-chloropentanoyl)-2-(8-chloro-10,11-dihydrodibenz[b,f][1,4]oxazepine-10-carbonyl)hydrazine). Reaction SMILES: [Cl:1][C:2]1[CH:20]=[CH:19][C:5]2[O:6][C:7]3[CH:18]=[CH:17][CH:16]=[CH:15][C:8]=3[CH2:9][N:10]([C:11]([NH:13][NH2:14])=[O:12])[C:4]=2[CH:3]=1.C(=O)(O)[O-].[Na+].[Cl:26][CH2:27][CH2:28][CH2:29][CH2:30][C:31](Cl)=[O:32]>C(#N)C>[Cl:26][CH2:27][CH2:28][CH2:29][CH2:30][C:31]([NH:14][NH:13][C:11]([N:10]1[CH2:9][C:8]2[CH:15]=[CH:16][CH:17]=[CH:18][C:7]=2[O:6][C:5]2[CH:19]=[CH:20][C:2]([Cl:1])=[CH:3][C:4]1=2)=[O:12])=[O:32] |f:1.2|. Procedure details: To a solution of 0.5 part of 8-chloro-10,11-dihydrodibenz[b,f][1,4]oxazepine-10-carboxylic acid hydrazide (U.S. Pat. No. 3,534,019) and 19.6 parts of acetonitrile is added 0.298 part of sodium bicarbonate followed by 0.6 part of 5-chloropentanoyl chloride. The solution is stirred for 48 hours at room temperature, after which time the solvent is removed under reduced pressure and the resulting residue is purified by recrystallization from ethyl acetate-cyclohexane to afford 1-(5-chloropentanoyl)-... The reactants are Cc1ccc(-c2nc(COC3CCCC(COC(C)(C)C(=O)OC(C)(C)C)C3)c(C)o2)cc1, O=C(O)C(F)(F)F. Product: Cc1ccc(-c2nc(COC3CCCC(COC(C)(C)C(=O)O)C3)c(C)o2)cc1. As a reaction SMILES: [CH3:1][c:2]1[c:3]([CH2:14][O:15][CH:16]2[CH2:17][CH:18]([CH2:22][O:23][C:24]([C:25](=[O:26])[O:27][C:28]([CH3:29])([CH3:30])[CH3:31])([CH3:32])[CH3:33])[CH2:19][CH2:20][CH2:21]2)[n:4][c:5](-[c:7]2[cH:8][cH:9][c:10]([CH3:13])[cH:11][cH:12]2)[o:6]1.[OH:34][C:35]([C:36]([F:37])([F:38])[F:39])=[O:40]>>[CH3:1][c:2]1[c:3]([CH2:14][O:15][CH:16]2[CH2:17][CH:18]([CH2:22][O:23][C:24]([C:25](=[O:26])[OH:27])([CH3:32])[CH3:33])[CH2:19][CH2:20][CH2:21]2)[n:4][c:5](-[c:7]2[cH:8][cH:9][c:10]([CH3:13])[cH:11][cH:12]2)[o:6]1.